This data is from the Open Reaction Database (ORD), a public repository of structured organic reaction records. The task is: describe an organic reaction: reactants, conditions, products, and yield The reactants are BrC1=CC=C(C=C1)C1=C(C(=NO1)C)CNCCC1=CC=CC=C1 ([5-(4-bromo-phenyl)-3-methyl-isoxazol-4-ylmethyl]-phenethyl-amine), C(C)OC(=O)C1(CC1)C1=CC=C(C=C1)B1OC(C(O1)(C)C)(C)C (1-[4-(4,4,5,5-tetramethyl-[1,3,2]dioxaborolan-2-yl)-phenyl]-cyclopropanecarboxylic acid ethyl ester). The product is C(C)OC(=O)C1(CC1)C1=CC=C(C=C1)C1=CC=C(C=C1)C1=C(C(=NO1)C)CNCCC1=CC=CC=C1 (1-{4′-[3-Methyl-4-(phenethylamino-methyl)-isoxazol-5-yl]-biphenyl-4-yl}-cyclopropanecarboxylic acid ethyl ester). RXN SMILES: Br[C:2]1[CH:7]=[CH:6][C:5]([C:8]2[O:12][N:11]=[C:10]([CH3:13])[C:9]=2[CH2:14][NH:15][CH2:16][CH2:17][C:18]2[CH:23]=[CH:22][CH:21]=[CH:20][CH:19]=2)=[CH:4][CH:3]=1.[CH2:24]([O:26][C:27]([C:29]1([C:32]2[CH:37]=[CH:36][C:35](B3OC(C)(C)C(C)(C)O3)=[CH:34][CH:33]=2)[CH2:31][CH2:30]1)=[O:28])[CH3:25]>>[CH2:24]([O:26][C:27]([C:29]1([C:32]2[CH:37]=[CH:36][C:35]([C:2]3[CH:7]=[CH:6][C:5]([C:8]4[O:12][N:11]=[C:10]([CH3:13])[C:9]=4[CH2:14][NH:15][CH2:16][CH2:17][C:18]4[CH:23]=[CH:22][CH:21]=[CH:20][CH:19]=4)=[CH:4][CH:3]=3)=[CH:34][CH:33]=2)[CH2:30][CH2:31]1)=[O:28])[CH3:25]. Procedure details: Prepared according to the procedure described in Example 3, Step 5, using [5-(4-bromo-phenyl)-3-methyl-isoxazol-4-ylmethyl]-phenethyl-amine and 1-[4-(4,4,5,5-tetramethyl-[1,3,2]dioxaborolan-2-yl)-phenyl]-cyclopropanecarboxylic acid ethyl ester. The reactants are N1=C(C=CC=C1)S(=O)(=O)N (2-pyridinesulfonamide), N1=CC(=CC=C1)S(=O)(=O)NC(OCCC1=CC=C(C=C1)N1C(=NC2=C1C=C(C(=C2)C(F)(F)F)Cl)CC)=O (2-{4-[6-CHLORO-2-ETHYL-5-(TRIFLUOROMETHYL)-1H-BENZIMIDAZOL-1-YL]PHENYL}ETHYL 3-PYRIDINYLSULFONYLCARBAMATE). Yields the product N1=C(C=CC=C1)S(=O)(=O)NC(OCCC1=CC=C(C=C1)N1C(=NC2=C1C=C(C(=C2)C(F)(F)F)Cl)CC)=O (2-{4-[6-CHLORO-2-ETHYL-5-(TRIFLUOROMETHYL)-1H-BENZIMIDAZOL-1-YL]PHENYL}ETHYL 2-PYRIDINYLSULFONYLCARBAMATE). Reaction SMILES: [N:1]1[CH:6]=[CH:5][CH:4]=[CH:3][C:2]=1[S:7]([NH2:10])(=[O:9])=[O:8].N1C=CC=C(S(N[C:21](=[O:47])[O:22][CH2:23][CH2:24][C:25]2[CH:30]=[CH:29][C:28]([N:31]3[C:35]4[CH:36]=[C:37]([Cl:44])[C:38]([C:40]([F:43])([F:42])[F:41])=[CH:39][C:34]=4[N:33]=[C:32]3[CH2:45][CH3:46])=[CH:27][CH:26]=2)(=O)=O)C=1>>[N:1]1[CH:6]=[CH:5][CH:4]=[CH:3][C:2]=1[S:7]([NH:10][C:21](=[O:47])[O:22][CH2:23][CH2:24][C:25]1[CH:26]=[CH:27][C:28]([N:31]2[C:35]3[CH:36]=[C:37]([Cl:44])[C:38]([C:40]([F:41])([F:43])[F:42])=[CH:39][C:34]=3[N:33]=[C:32]2[CH2:45][CH3:46])=[CH:29][CH:30]=1)(=[O:9])=[O:8]. Procedure details: The title compound was prepared according to the procedure described in step 2 of Example 243 from 2-pyridinesulfonamide (Naito, T.; et al., Chem. Pharm. Bull., 1955, 3, 38) and 2-[4-(2-ethyl-5,7-dimethyl-3H-imidazo[4,5-b]pyridin-3-yl)phenyl]ethylcarbamate (step 1 of Example 243).